describe an organic reaction: reactants, conditions, products, and yield From a dataset of the Open Reaction Database (ORD), a public repository of structured organic reaction records. Starting materials: CC1(CN2CCN(N(C(=O)[O-])C(C)(C)C)CC2)Cn2cc([N+](=O)[O-])nc2O1, ClCCl, O=Cc1ccc(OC(F)(F)F)cc1, [Na+], O=C(O)C(F)(F)F, O=C([O-])O. Yields the product CC1(CN2CCN(N=Cc3ccc(OC(F)(F)F)cc3)CC2)Cn2cc([N+](=O)[O-])nc2O1. RXN SMILES: [C:1]([N:5]([C:2](=[O:3])[O-:4])[N:9]1[CH2:10][CH2:11][N:12]([CH2:15][C:16]2([CH3:27])[CH2:17][n:18]3[c:19]([n:21][c:22]([N+:24](=[O:25])[O-:26])[cH:23]3)[O:20]2)[CH2:13][CH2:14]1)([CH3:6])([CH3:7])[CH3:8].[CH2:53]([Cl:54])[Cl:55].[F:28][C:29]([O:30][c:31]1[cH:32][cH:33][c:34]([CH:35]=[O:36])[cH:37][cH:38]1)([F:39])[F:40].[Na+:48].[OH:41][C:42]([C:43]([F:44])([F:45])[F:46])=[O:47].[OH:49][C:50](=[O:51])[O-:52]>>[N:5]([N:9]1[CH2:10][CH2:11][N:12]([CH2:15][C:16]2([CH3:27])[CH2:17][n:18]3[c:19]([n:21][c:22]([N+:24](=[O:25])[O-:26])[cH:23]3)[O:20]2)[CH2:13][CH2:14]1)=[CH:35][c:34]1[cH:33][cH:32][c:31]([O:30][C:29]([F:28])([F:39])[F:40])[cH:38][cH:37]1. Reactants: Clc1ccc2c(Br)csc2c1, [Li]CCCC, CN1CCC(=O)CC1, CCOCC. Yields the product CN1CCC(O)(c2csc3cc(Cl)ccc23)CC1. As a reaction SMILES: [Br:6][c:7]1[cH:8][s:9][c:10]2[c:11]1[cH:12][cH:13][c:14]([Cl:16])[cH:15]2.[CH2:1]([Li:2])[CH2:3][CH2:4][CH3:5].[CH3:17][N:18]1[CH2:19][CH2:20][C:21](=[O:24])[CH2:22][CH2:23]1.[CH3:25][CH2:26][O:27][CH2:28][CH3:29]>>[c:7]1([C:21]2([OH:24])[CH2:20][CH2:19][N:18]([CH3:17])[CH2:23][CH2:22]2)[cH:8][s:9][c:10]2[c:11]1[cH:12][cH:13][c:14]([Cl:16])[cH:15]2. Starting materials: [Al+3], C=CCOc1ncc(F)nc1C#N, Cc1ccccc1, [Cl-], [Cl-], [Cl-], O. Yields the product N#Cc1nc(F)c[nH]c1=O. RXN SMILES: [Al+3:15].[CH2:1]([CH:2]=[CH2:3])[O:4][c:5]1[c:6]([C:12]#[N:13])[n:7][c:8]([F:11])[cH:9][n:10]1.[CH3:19][c:20]1[cH:21][cH:22][cH:23][cH:24][cH:25]1.[Cl-:14].[Cl-:16].[Cl-:17].[OH2:18]>>[O:4]=[c:5]1[c:6]([C:12]#[N:13])[n:7][c:8]([F:11])[cH:9][nH:10]1. The reactants are O (Water), FC=1C=C(C=C(C1)F)C1=NN(C=C1C=C1C(NC(S1)=O)=O)C1=CC=CC=C1 (5-[3-(3,5-Difluoro-phenyl)-1-phenyl-1H-pyrazol-4-ylmethylene]-thiazolidine-2,4-dione), IC (iodomethane), C([O-])([O-])=O.[Na+].[Na+] (Sodium carbonate). Solvent: CN(C=O)C (dimethylformamide). Run at time 2 hour. The product is FC=1C=C(C=C(C1)F)C1=NN(C=C1C=C1C(N(C(S1)=O)C)=O)C1=CC=CC=C1 (5-[3-(3,5-difluoro-phenyl)-1-phenyl-1H-pyrazol-4-ylmethylene]-3-methyl-thiazolidine-2,4-dione). The yield is 107.8%. RXN SMILES: [F:1][C:2]1[CH:3]=[C:4]([C:9]2[C:13]([CH:14]=[C:15]3[S:19][C:18](=[O:20])[NH:17][C:16]3=[O:21])=[CH:12][N:11]([C:22]3[CH:27]=[CH:26][CH:25]=[CH:24][CH:23]=3)[N:10]=2)[CH:5]=[C:6]([F:8])[CH:7]=1.[C:28](=O)([O-])[O-].[Na+].[Na+].IC.O>CN(C)C=O>[F:8][C:6]1[CH:5]=[C:4]([C:9]2[C:13]([CH:14]=[C:15]3[S:19][C:18](=[O:20])[N:17]([CH3:28])[C:16]3=[O:21])=[CH:12][N:11]([C:22]3[CH:23]=[CH:24][CH:25]=[CH:26][CH:27]=3)[N:10]=2)[CH:3]=[C:2]([F:1])[CH:7]=1 |f:1.2.3|. Reported procedure: 5-[3-(3,5-Difluoro-phenyl)-1-phenyl-1H-pyrazol-4-ylmethylene]-thiazolidine-2,4-dione (Compound No. 58, 0.10 g, 0.21 mmol) was dissolved in 1.0 mL of anhydrous dimethylformamide. Sodium carbonate (26.50 mg, 0.25 mmol) was added under nitrogen atmosphere and iodomethane (20.00 μL, 0.32 mmol) was added 10 minutes later. The mixture was stirred for 2 hours at room temperature. Water was added after the reaction was completed. The resultant solid was washed with water (10 mL×3 times). The solid was d... Reactants: Cc1cc(N(C)S(=O)(=O)c2cccs2)c2[nH]c(C(=O)NCC(C=NO)SCc3ccccc3)cc2c1, CN(C)C=O, Clc1nc(Cl)nc(Cl)n1, Cl. Yields the product Cc1cc(N(C)S(=O)(=O)c2cccs2)c2[nH]c(C(=O)NCC(C#N)SCc3ccccc3)cc2c1. As a reaction SMILES: [CH2:1]([c:2]1[cH:3][cH:4][cH:5][cH:6][cH:7]1)[S:8][CH:9]([CH2:10][NH:11][C:12](=[O:13])[c:14]1[nH:15][c:16]2[c:17]([N:24]([S:25](=[O:26])(=[O:27])[c:28]3[s:29][cH:30][cH:31][cH:32]3)[CH3:33])[cH:18][c:19]([CH3:23])[cH:20][c:21]2[cH:22]1)[CH:34]=[N:35][OH:36].[CH3:47][N:48]([CH3:49])[CH:50]=[O:51].[Cl:37][c:38]1[n:39][c:40]([Cl:41])[n:42][c:43]([Cl:44])[n:45]1.[ClH:46]>>[CH2:1]([c:2]1[cH:3][cH:4][cH:5][cH:6][cH:7]1)[S:8][CH:9]([CH2:10][NH:11][C:12](=[O:13])[c:14]1[nH:15][c:16]2[c:17]([N:24]([S:25](=[O:26])(=[O:27])[c:28]3[s:29][cH:30][cH:31][cH:32]3)[CH3:33])[cH:18][c:19]([CH3:23])[cH:20][c:21]2[cH:22]1)[C:34]#[N:35]. The product is CCOC(=O)c1noc2cc(OC)ccc12. The reactants are O=C([O-])[O-], CN(C)C=O, CI, [K+], [K+], O, CCOC(=O)c1noc2cc(O)ccc12. RXN SMILES: [C:1](=[O:2])([O-:3])[O-:4].[CH3:24][N:25]([CH3:26])[CH:27]=[O:28].[I:7][CH3:8].[K+:5].[K+:6].[OH2:29].[OH:9][c:10]1[cH:11][c:12]2[c:13]([c:14]([C:17](=[O:18])[O:19][CH2:20][CH3:21])[n:15][o:16]2)[cH:22][cH:23]1>>[CH3:1][O:9][c:10]1[cH:11][c:12]2[c:13]([c:14]([C:17](=[O:18])[O:19][CH2:20][CH3:21])[n:15][o:16]2)[cH:22][cH:23]1. Reactants: BrC1=C(C=C(CSC2=C(C=CC=3CCN(CCC32)C(=O)OC(C)(C)C)Cl)C=C1)F (6-(4-bromo-3-fluorobenzylthio)-3-tert-butoxycarbonyl-7-chloro-2,3,4,5-tetrahydro-1H-benzo[d]azepine), [Br-].C1(CCCCC1)[Zn+] (cyclohexylzinc bromide). Product: Cl.ClC1=C(C2=C(CCNCC2)C=C1)SCC1=CC(=C(C=C1)C1CCCCC1)F (7-Chloro-6-(4-cyclohexyl-3-fluorobenzylthio)-2,3,4,5-tetrahydro-1H-benzo[d]azepine Hydrochloride). Reaction SMILES: Br[C:2]1[CH:28]=[CH:27][C:5]([CH2:6][S:7][C:8]2[C:18]3[CH2:17][CH2:16][N:15](C(OC(C)(C)C)=O)[CH2:14][CH2:13][C:12]=3[CH:11]=[CH:10][C:9]=2[Cl:26])=[CH:4][C:3]=1[F:29].[Br-].[CH:31]1([Zn+])[CH2:36][CH2:35][CH2:34][CH2:33][CH2:32]1>>[ClH:26].[Cl:26][C:9]1[CH:10]=[CH:11][C:12]2[CH2:13][CH2:14][NH:15][CH2:16][CH2:17][C:18]=2[C:8]=1[S:7][CH2:6][C:5]1[CH:27]=[CH:28][C:2]([CH:31]2[CH2:36][CH2:35][CH2:34][CH2:33][CH2:32]2)=[C:3]([F:29])[CH:4]=1 |f:1.2,3.4|. Procedure: Use a method similar to the Example 414, using 6-(4-bromo-3-fluorobenzylthio)-3-tert-butoxycarbonyl-7-chloro-2,3,4,5-tetrahydro-1H-benzo[d]azepine and cyclohexylzinc bromide. Use a method similar to the General Procedure 1-4, basic work-up, and a method similar to the General Procedure 2-1, to give the title compound as a white solid. MS (ES+) m/z: 404 (M+H)+. The reactants are [Ca+2], [Cl-], [Cl-], ClCCl, OC1CCCC(COc2ccc(F)cc2)O1, O=S(O)c1ccccc1. Yields the product O=S(=O)(c1ccccc1)C1CCCC(COc2ccc(F)cc2)O1. Reaction SMILES: [Ca+2:12].[Cl-:10].[Cl-:11].[Cl:29][CH2:30][Cl:31].[F:13][c:14]1[cH:15][cH:16][c:17]([O:18][CH2:19][CH:20]2[CH2:21][CH2:22][CH2:23][CH:24]([OH:26])[O:25]2)[cH:27][cH:28]1.[OH:1][S:2](=[O:3])[c:4]1[cH:5][cH:6][cH:7][cH:8][cH:9]1>>[O:1]=[S:2](=[O:3])([c:4]1[cH:5][cH:6][cH:7][cH:8][cH:9]1)[CH:24]1[CH2:23][CH2:22][CH2:21][CH:20]([CH2:19][O:18][c:17]2[cH:16][cH:15][c:14]([F:13])[cH:28][cH:27]2)[O:25]1.